The task is: describe an organic reaction: reactants, conditions, products, and yield. This data is from the Open Reaction Database (ORD), a public repository of structured organic reaction records. The reactants are C(=O)OCCCN1C(N(C2=C(C1=O)C(=C(C=N2)Br)CCC(C)C)C)=O (3-(6-bromo-5-isopentyl-1-methyl-2,4-dioxo-1,2-dihydropyrido[2,3-d]pyrimidin-3(4H)-yl)propyl formate), ClC=1C=C(C=CC1)O (3-chlorophenol), C(=O)([O-])[O-].[Cs+].[Cs+] (Cs2CO3), CN(CCC(=O)O)C (3-(dimethylamino)propanoic acid). The reagents and catalysts are [Cu]I (CuI). Solvent: C(Cl)Cl (DCM), O (water), O1CCOCC1 (dioxane). Reaction conditions: time 2 hour. Product: ClC=1C=C(OC2=C(C3=C(N(C(N(C3=O)CCCO)=O)C)N=C2)CCC(C)C)C=CC1 (6-(3-chlorophenoxy)-3-(3-hydroxypropyl)-5-isopentyl-1-methylpyrido[2,3-d]pyrimidine-2,4(1H,3H)-dione). Isolated yield 17.0%. Reaction SMILES: C([O:3][CH2:4][CH2:5][CH2:6][N:7]1[C:12](=[O:13])[C:11]2[C:14]([CH2:19][CH2:20][CH:21]([CH3:23])[CH3:22])=[C:15](Br)[CH:16]=[N:17][C:10]=2[N:9]([CH3:24])[C:8]1=[O:25])=O.[Cl:26][C:27]1[CH:28]=[C:29]([OH:33])[CH:30]=[CH:31][CH:32]=1.C([O-])([O-])=O.[Cs+].[Cs+].CN(C)CCC(O)=O>O1CCOCC1.C(Cl)Cl.O.[Cu]I>[Cl:26][C:27]1[CH:28]=[C:29]([CH:30]=[CH:31][CH:32]=1)[O:33][C:15]1[CH:16]=[N:17][C:10]2[N:9]([CH3:24])[C:8](=[O:25])[N:7]([CH2:6][CH2:5][CH2:4][OH:3])[C:12](=[O:13])[C:11]=2[C:14]=1[CH2:19][CH2:20][CH:21]([CH3:22])[CH3:23] |f:2.3.4|. Procedure: To a solution of 3-(6-bromo-5-isopentyl-1-methyl-2,4-dioxo-1,2-dihydropyrido[2,3-d]pyrimidin-3(4H)-yl)propyl formate (42 mg, 0.109 mmol) in dioxane (2 mL) was added 3-chlorophenol (28 mg, 0.218 mmol), CuI (6 mg, 0.0327 mmol), Cs2CO3 (71 mg, 0.218 mmol) and 3-(dimethylamino)propanoic acid (3 mg, 0.0327 mmol). The reaction was stirred at 130° C. (MW) for 2 h, cooled to RT then diluted with DCM (10 mL) and water (10 mL). The organic layer was dried over Na2SO4, and concentrated to a residue which w... Starting materials: O=C([O-])[O-], C1COCCO1, COc1cc(B2OC(C)(C)C(C)(C)O2)ccc1O, O=C(Nc1cccc(Cl)c1)C1CNCCN1c1ncnc2ccc(Cl)nc12, [K+], [K+], O, c1ccc(P(c2ccccc2)(c2ccccc2)[Pd](P(c2ccccc2)(c2ccccc2)c2ccccc2)(P(c2ccccc2)(c2ccccc2)c2ccccc2)P(c2ccccc2)(c2ccccc2)c2ccccc2)cc1. Product: COc1cc(-c2ccc3ncnc(N4CCNCC4C(=O)Nc4cccc(Cl)c4)c3n2)ccc1O. As a reaction SMILES: [C:46](=[O:47])([O-:48])[O-:49].[CH2:52]1[O:53][CH2:54][CH2:55][O:56][CH2:57]1.[CH3:28][O:29][c:30]1[c:31]([OH:45])[cH:32][cH:33][c:34]([B:36]2[O:37][C:38]([CH3:39])([CH3:40])[C:41]([CH3:42])([CH3:43])[O:44]2)[cH:35]1.[Cl:1][c:2]1[cH:3][c:4]([NH:8][C:9](=[O:10])[CH:11]2[N:12]([c:17]3[c:18]4[c:19]([n:20][cH:21][n:22]3)[cH:23][cH:24][c:25]([Cl:27])[n:26]4)[CH2:13][CH2:14][NH:15][CH2:16]2)[cH:5][cH:6][cH:7]1.[K+:50].[K+:51].[OH2:58].[cH:59]1[cH:60][cH:61][c:62]([P:63]([Pd:64]([P:65]([c:66]2[cH:67][cH:68][cH:69][cH:70][cH:71]2)([c:72]2[cH:73][cH:74][cH:75][cH:76][cH:77]2)[c:78]2[cH:79][cH:80][cH:81][cH:82][cH:83]2)([P:84]([c:85]2[cH:86][cH:87][cH:88][cH:89][cH:90]2)([c:91]2[cH:92][cH:93][cH:94][cH:95][cH:96]2)[c:97]2[cH:98][cH:99][cH:100][cH:101][cH:102]2)[P:103]([c:104]2[cH:105][cH:106][cH:107][cH:108][cH:109]2)([c:110]2[cH:111][cH:112][cH:113][cH:114][cH:115]2)[c:116]2[cH:117][cH:118][cH:119][cH:120][cH:121]2)([c:122]2[cH:123][cH:124][cH:125][cH:126][cH:127]2)[c:128]2[cH:129][cH:130][cH:131][cH:132][cH:133]2)[cH:134][cH:135]1>>[Cl:1][c:2]1[cH:3][c:4]([NH:8][C:9](=[O:10])[CH:11]2[N:12]([c:17]3[c:18]4[c:19]([n:20][cH:21][n:22]3)[cH:23][cH:24][c:25](-[c:34]3[cH:33][cH:32][c:31]([OH:45])[c:30]([O:29][CH3:28])[cH:35]3)[n:26]4)[CH2:13][CH2:14][NH:15][CH2:16]2)[cH:5][cH:6][cH:7]1. Reactants: O=C([O-])[O-], COc1cc(Nc2n[nH]c(C3(CCCCCl)SCCCS3)n2)ccc1-n1cnc(Cl)c1, [I-], [K+], [K+], [K+], CN(C)C=O. The product is COc1cc(Nc2nc3n(n2)CCCCC32SCCCS2)ccc1-n1cnc(Cl)c1. RXN SMILES: [C:32](=[O:33])([O-:34])[O-:35].[Cl:1][c:2]1[n:3][cH:4][n:5](-[c:7]2[c:8]([O:30][CH3:31])[cH:9][c:10]([NH:13][c:14]3[n:15][nH:16][c:17]([C:19]4([CH2:25][CH2:26][CH2:27][CH2:28][Cl:29])[S:20][CH2:21][CH2:22][CH2:23][S:24]4)[n:18]3)[cH:11][cH:12]2)[cH:6]1.[I-:39].[K+:36].[K+:37].[K+:38].[O:40]=[CH:41][N:42]([CH3:43])[CH3:44]>>[Cl:1][c:2]1[n:3][cH:4][n:5](-[c:7]2[c:8]([O:30][CH3:31])[cH:9][c:10]([NH:13][c:14]3[n:15][n:16]4[c:17]([n:18]3)[C:19]3([S:20][CH2:21][CH2:22][CH2:23][S:24]3)[CH2:25][CH2:26][CH2:27][CH2:28]4)[cH:11][cH:12]2)[cH:6]1. Starting materials: Fc1ccc(-c2scc(Br)c2-c2ccncc2)cc1, Fc1ccc(-c2[nH]nc(Br)c2-c2ccncc2)cc1, O=C1CCN2CCCC2C1. Product: Fc1ccc(-c2scc(C3=CCN4CCCC4C3)c2-c2ccncc2)cc1. As a reaction SMILES: [Br:1][c:2]1[c:3](-[c:14]2[cH:15][cH:16][n:17][cH:18][cH:19]2)[c:4](-[c:7]2[cH:8][cH:9][c:10]([F:13])[cH:11][cH:12]2)[s:5][cH:6]1.[Br:20][c:21]1[c:22](-[c:23]2[cH:24][cH:25][n:26][cH:27][cH:28]2)[c:29](-[c:30]2[cH:31][cH:32][c:33]([F:34])[cH:35][cH:36]2)[nH:37][n:38]1.[CH2:39]1[CH2:40][CH2:41][N:42]2[CH2:43][CH2:44][C:45](=[O:48])[CH2:46][CH:47]12>>[c:2]1([C:45]2=[CH:44][CH2:43][N:42]3[CH2:41][CH2:40][CH2:39][CH:47]3[CH2:46]2)[c:3](-[c:14]2[cH:15][cH:16][n:17][cH:18][cH:19]2)[c:4](-[c:7]2[cH:8][cH:9][c:10]([F:13])[cH:11][cH:12]2)[s:5][cH:6]1. Starting materials: CC=1C2=CC=CC=C2C2CNCCC21 (1,3,4,9b-Tetrahydro-5-methyl-2H-indeno[1,2-c]pyridine), C1(CCCCC1)NC(C=C)=O (N-cyclohexyl acrylamide). The product is C1(CCCCC1)NC(CCN1CC2C(CC1)=C(C1=CC=CC=C12)C)=O (N-Cyclohexyl-3-(1,3,4,9b-tetrahydro-5-methyl-2H-indeno [1,2-c]pyridin-2-yl) propionic acid amide). RXN SMILES: [CH3:1][C:2]1[C:3]2[C:8]([CH:9]3[C:14]=1[CH2:13][CH2:12][NH:11][CH2:10]3)=[CH:7][CH:6]=[CH:5][CH:4]=2.[CH:15]1([NH:21][C:22](=[O:25])[CH:23]=[CH2:24])[CH2:20][CH2:19][CH2:18][CH2:17][CH2:16]1>>[CH:15]1([NH:21][C:22](=[O:25])[CH2:23][CH2:24][N:11]2[CH2:12][CH2:13][C:14]3=[C:2]([CH3:1])[C:3]4[C:8]([CH:9]3[CH2:10]2)=[CH:7][CH:6]=[CH:5][CH:4]=4)[CH2:20][CH2:19][CH2:18][CH2:17][CH2:16]1. Reported procedure: 1,3,4,9b-Tetrahydro-5-methyl-2H-indeno[1,2-c]pyridine and N-cyclohexyl acrylamide are reacted in accordance with the process described in Example 6. Reaction period 8 hours. M.P. of the title compound 162.5°-163.5° from acetone. Starting materials: NC1=NC2=C(N1C1=NC(=NC(=N1)N1CCOCC1)N1CCOCC1)C=CC=C2 (2-(2-aminobenzimidazol-1-yl)-4,6-dimorpholino-1,3,5-triazine), C(C)(=O)O (acetic acid), C1CCC(CC1)N=C=NC2CCCCC2 (DCC), C(Cl)(Cl)Cl (chloroform). The solvent is O (water). Run at time 4 hour. Yields the product C(C)(=O)NC1=NC2=C(N1C1=NC(=NC(=N1)N1CCOCC1)N1CCOCC1)C=CC=C2 (2-(2-acetylaminobenzimidazol-1-yl)-4,6-dimorpholino-1,3,5-triazine). The yield is 73.0%. RXN SMILES: [NH2:1][C:2]1[N:6]([C:7]2[N:12]=[C:11]([N:13]3[CH2:18][CH2:17][O:16][CH2:15][CH2:14]3)[N:10]=[C:9]([N:19]3[CH2:24][CH2:23][O:22][CH2:21][CH2:20]3)[N:8]=2)[C:5]2[CH:25]=[CH:26][CH:27]=[CH:28][C:4]=2[N:3]=1.[C:29](O)(=[O:31])[CH3:30].C1CCC(N=C=NC2CCCCC2)CC1.C(Cl)(Cl)Cl>O>[C:29]([NH:1][C:2]1[N:6]([C:7]2[N:8]=[C:9]([N:19]3[CH2:20][CH2:21][O:22][CH2:23][CH2:24]3)[N:10]=[C:11]([N:13]3[CH2:14][CH2:15][O:16][CH2:17][CH2:18]3)[N:12]=2)[C:5]2[CH:25]=[CH:26][CH:27]=[CH:28][C:4]=2[N:3]=1)(=[O:31])[CH3:30]. Procedure details: 9.32 g (70 mmol) of 2-aminobenzimidazole dissolved in DMF (300 ml) was added and reacted with 60% sodium hydride (2.80 g, 70 mmol) at room temperature for 30 minutes. This suspension was added to a solution of 14.3 g (50 mmol) of 2-chloro-4,6-dimorpholino-1,3,5-triazine dissolved in DMF (200 ml) and stirred at room temperature for 2 hours. The reaction solution was poured into water and the resulting precipitates were washed with water and methanol to obtain 17.7 g (yield: 93%) of 2-(2-aminobenz...